From a dataset of the Open Reaction Database (ORD), a public repository of structured organic reaction records. describe an organic reaction: reactants, conditions, products, and yield Reactants: CCC(C)=O, C[Si](C)(C)C#CCCCCCl, [I-], [Na+]. Yields the product C[Si](C)(C)C#CCCCCI. As a reaction SMILES: [CH3:14][C:15](=[O:16])[CH2:17][CH3:18].[Cl:1][CH2:2][CH2:3][CH2:4][CH2:5][C:6]#[C:7][Si:8]([CH3:9])([CH3:10])[CH3:11].[I-:13].[Na+:12]>>[CH2:2]([CH2:3][CH2:4][CH2:5][C:6]#[C:7][Si:8]([CH3:9])([CH3:10])[CH3:11])[I:13]. Reactants: N[C@@H]1[C@@H](CCCC1)C(=O)O (cis-2-Amino-1-cyclohexane carboxylic acid), CO (methanol). Run at time 1 hour. Product: N[C@@H]1[C@@H](CCCC1)C(=O)OC (cis-Methyl 2-aminocyclohexanecarboxylate). RXN SMILES: [NH2:1][C@H:2]1[CH2:7][CH2:6][CH2:5][CH2:4][C@H:3]1[C:8]([OH:10])=[O:9].[CH3:11]O>>[NH2:1][C@H:2]1[CH2:7][CH2:6][CH2:5][CH2:4][C@H:3]1[C:8]([O:10][CH3:11])=[O:9]. Procedure: cis-2-Amino-1-cyclohexane carboxylic acid (2500 mg, 17.5 mmol) was suspended in methanol (30 ml) at 0° C. Gaseous hydrochloric acid was bubbled through the suspension for 10 minutes. The reaction was allowed to reach room temperature then stirred under nitrogen for 1 h and the solvent removed under reduced pressure. The residue was azeotroped with diethyl ether (2×20 ml) and dried to give the title compound as a solid. Reactants: I(=O)(=O)(=O)O (periodic acid), solution, C(C=C)ON1[C@@H]2C(=C[C@H](N(C1=O)C2)CO)C ((2S,5R)-6-(allyloxy)-2-(hydroxymethyl)-4-methyl-1,6-diazabicyclo[3.2.1]oct-3-en-7-one), C(C=C)ON1[C@@H]2C(=C[C@H](N(C1=O)C2)CO)C ((2S,5R)-6-(allyloxy)-2-(hydroxymethyl)-4-methyl-1,6-diazabicyclo[3.2.1]oct-3-en-7-one). Reagents/catalysts: [O-2].[Cr+6].[O-2].[O-2] (chromium(VI) oxide). Run in C(C)#N (acetonitrile), C(C)#N (acetonitrile). Reaction conditions: time 30 minute. Yields the product C(C=C)ON1[C@@H]2C(=C[C@H](N(C1=O)C2)C(=O)O)C ((2S,5R)-6-(allyloxy)-4-methyl-7-oxo-1,6-diazabicyclo[3.2.1]oct-3-ene-2-carboxylic acid). As a reaction SMILES: I(O)(=O)(=O)=[O:2].[CH2:6]([O:9][N:10]1[C:16](=[O:17])[N:15]2[CH2:18][C@H:11]1[C:12]([CH3:21])=[CH:13][C@H:14]2[CH2:19][OH:20])[CH:7]=[CH2:8]>C(#N)C.[O-2].[Cr+6].[O-2].[O-2]>[CH2:6]([O:9][N:10]1[C:16](=[O:17])[N:15]2[CH2:18][C@H:11]1[C:12]([CH3:21])=[CH:13][C@H:14]2[C:19]([OH:2])=[O:20])[CH:7]=[CH2:8] |f:3.4.5.6|. Reported procedure: To a solution of periodic acid (2 g, 10.42 mmol) in wet acetonitrile (20 mL) (0.75% water by volume) at room temperature was added chromium(VI) oxide (4 mg, 0.04 mmol). The mixture was stirred until complete dissolution was achieved. This solution (5.47 mL, 3 eq) was added dropwise at 0° C. to a solution of (2S,5R)-6-(allyloxy)-2-(hydroxymethyl)-4-methyl-1,6-diazabicyclo[3.2.1]oct-3-en-7-one (Intermediate 14, 0.212 g, 0.95 mmol) in wet acetonitrile (10 mL) (0.75% by volume). The reaction mixture...